This data is from the Open Reaction Database (ORD), a public repository of structured organic reaction records. The task is: describe an organic reaction: reactants, conditions, products, and yield Reagents/catalysts: CN(C)C=1C=CN=CC1 (DMAP). Yields the product ClC1=C(C=CC(=C1)Cl)CNC(=O)[C@@H]1C[C@@H](CCC1)NC1=NC(=NC(=N1)C)NC (cis-N-[(2,4-dichlorophenyl)methyl]-3-{[4-methyl-6-(methylamino)-1,3,5-triazin-2-yl]amino}cyclohexanecarboxamide). Reported procedure: To a solution of 3-{[4-methyl-6-(methylamino)-1,3,5-triazin-2-yl]amino}cyclohexanecarboxylic acid (100 mg, 0.377 mmol) was added [(2,4-dichlorophenyl)methyl]amine (82 mg, 0.47 mmol), DMAP (10 mg, 0.08 mmol) and EDCI (108 mg, 0.56 mmol). The mixture was stirred at room temperature for 4 h. The mixture was filtered and the filtrate concentrated. The crude product was purified by HPLC to provide 55 mg (0.13 mmol, 35% yield) of the desired material as a single major racemic diastereomer. MS (ES+): m... The reactants are CC1=NC(=NC(=N1)NC)NC1CC(CCC1)C(=O)O (3-{[4-methyl-6-(methylamino)-1,3,5-triazin-2-yl]amino}cyclohexanecarboxylic acid), ClC1=C(C=CC(=C1)Cl)CN ([(2,4-dichlorophenyl)methyl]amine), CCN=C=NCCCN(C)C (EDCI). RXN SMILES: [CH3:1][C:2]1[N:7]=[C:6]([NH:8][CH3:9])[N:5]=[C:4]([NH:10][CH:11]2[CH2:16][CH2:15][CH2:14][CH:13]([C:17]([OH:19])=O)[CH2:12]2)[N:3]=1.[Cl:20][C:21]1[CH:26]=[C:25]([Cl:27])[CH:24]=[CH:23][C:22]=1[CH2:28][NH2:29].CCN=C=NCCCN(C)C>CN(C1C=CN=CC=1)C>[Cl:20][C:21]1[CH:26]=[C:25]([Cl:27])[CH:24]=[CH:23][C:22]=1[CH2:28][NH:29][C:17]([C@H:13]1[CH2:14][CH2:15][CH2:16][C@@H:11]([NH:10][C:4]2[N:3]=[C:2]([CH3:1])[N:7]=[C:6]([NH:8][CH3:9])[N:5]=2)[CH2:12]1)=[O:19]. Reaction conditions: time 4 hour. The yield is 34.5%.